Task: describe an organic reaction: reactants, conditions, products, and yield. Dataset: the Open Reaction Database (ORD), a public repository of structured organic reaction records Reactants: c1ccc(CC2CCCN2)cc1, Cc1ccc(-c2oncc2C(=O)O)cc1. The product is Cc1ccc(-c2oncc2C(=O)N2CCCC2Cc2ccccc2)cc1. Reaction SMILES: [CH2:16]([c:17]1[cH:18][cH:19][cH:20][cH:21][cH:22]1)[CH:23]1[NH:24][CH2:25][CH2:26][CH2:27]1.[CH3:1][c:2]1[cH:3][cH:4][c:5](-[c:8]2[c:9]([C:13](=[O:14])[OH:15])[cH:10][n:11][o:12]2)[cH:6][cH:7]1>>[CH3:1][c:2]1[cH:3][cH:4][c:5](-[c:8]2[c:9]([C:13](=[O:15])[N:24]3[CH:23]([CH2:16][c:17]4[cH:18][cH:19][cH:20][cH:21][cH:22]4)[CH2:27][CH2:26][CH2:25]3)[cH:10][n:11][o:12]2)[cH:6][cH:7]1. Reactants: C[Si](C)(C)[N-][Si](C)(C)C.[Li+] (lithium bis(trimethylsilyl)amide), ClCC(=O)NC=1C(=NC(=CC1NC(CC)CC)C)OC1=C(C=C(C=C1C)C)C (2-chloro-N-[4-(1-ethyl-propylamino)-6-methyl-2-(2,4,6-trimethyl-phenoxy)-pyridin-3-yl]-acetamide), C[Si](C)(C)[N-][Si](C)(C)C.[Li+] (lithium bis(trimethylsilyl)amide). Run in C1CCOC1 (THF), C1CCOC1 (THF). Run at time 2 hour. The product is C(C)C(CC)N1C2=C(NC(C1)=O)C(=NC(=C2)C)OC2=C(C=C(C=C2C)C)C (1-(1-Ethyl-propyl)-7-methyl-5-(2,4,6-trimethyl-phenoxy)-1,4-dihydro-2H-pyrido[3,4-b]pyrazin-3-one). Yield: 103.5%. As a reaction SMILES: Cl[CH2:2][C:3]([NH:5][C:6]1[C:7]([O:19][C:20]2[C:25]([CH3:26])=[CH:24][C:23]([CH3:27])=[CH:22][C:21]=2[CH3:28])=[N:8][C:9]([CH3:18])=[CH:10][C:11]=1[NH:12][CH:13]([CH2:16][CH3:17])[CH2:14][CH3:15])=[O:4].C[Si]([N-][Si](C)(C)C)(C)C.[Li+]>C1COCC1>[CH2:14]([CH:13]([N:12]1[CH2:2][C:3](=[O:4])[NH:5][C:6]2[C:7]([O:19][C:20]3[C:25]([CH3:26])=[CH:24][C:23]([CH3:27])=[CH:22][C:21]=3[CH3:28])=[N:8][C:9]([CH3:18])=[CH:10][C:11]1=2)[CH2:16][CH3:17])[CH3:15] |f:1.2|. Procedure: To a solution of 2-chloro-N-[4-(1-ethyl-propylamino)-6-methyl-2-(2,4,6-trimethyl-phenoxy)-pyridin-3-yl]-acetamide (170 mg, 0.42 mml) in 2 ml of dry THF was added a solution of 1 M lithium bis(trimethylsilyl)amide in THF (0.84 ml, 0.84 mmol) at −78° C. The mixture was gradually warmed to room temperature and stirred at room temperature for 2 hours. An additional 0.42 ml of 1M lithium bis(trimethylsilyl)amide in HF was added at −78° C. and the resulting mixture was stirred at room temperature over... The reactants are N1(C=NC=C1)C=1C=C(C#N)C=CC1 (3-(1-imidazolyl)benzonitrile), C1(CCCC1)N1N=C(C(=C1N)C(=O)N)CC (1-cyclopentyl-3-ethyl-5-amino-1H-pyrazole-4-carboxamide), CN(C)C=O (DMF), [H-].[Na+] (NaH), nitrile, [H-].[Na+] (NaH). Reaction conditions: time 2 day. The product is C1(CCCC1)N1N=C(C=2C1=NC(=NC2N)C2=CC(=CC=C2)N2C=NC=C2)CC (1-cyclopentyl-3-ethyl-6-[3-(1-imidazolyl)phenyl]pyrazolo[3,4-d]pyrimidin-4-amine). RXN SMILES: [N:1]1([C:6]2[CH:7]=[C:8]([CH:11]=[CH:12][CH:13]=2)[C:9]#[N:10])[CH:5]=[CH:4][N:3]=[CH:2]1.[CH:14]1([N:19]2[C:23](N)=[C:22]([C:25]([NH2:27])=O)[C:21]([CH2:28][CH3:29])=[N:20]2)[CH2:18][CH2:17][CH2:16][CH2:15]1.[H-].[Na+].C[N:33](C=O)C>>[CH:14]1([N:19]2[C:23]3=[N:10][C:9]([C:8]4[CH:11]=[CH:12][CH:13]=[C:6]([N:1]5[CH:5]=[CH:4][N:3]=[CH:2]5)[CH:7]=4)=[N:27][C:25]([NH2:33])=[C:22]3[C:21]([CH2:28][CH3:29])=[N:20]2)[CH2:18][CH2:17][CH2:16][CH2:15]1 |f:2.3|. Reported procedure: To a mixture of 3-(1-imidazolyl)benzonitrile (3.16 g), 1-cyclopentyl-3-ethyl-5-amino-1H-pyrazole-4-carboxamide (3.77 g, 16.98 mmol) and DMF (75 ml) was added NaH (0.78 g, 60% dispersion in mineral oil). The reaction mixture was stirred at room temperature for about 2 days, then additional nitrile (0.1 equivalents) and NaH (0.2 equivalents) were added and the mixture was stirred at room temperature overnight. The solvent was stripped, and the residue was partitioned between chloroform (150 ml) an... Reactants: ( 1 ), C1C[C@H]([C@@H]2[C@@H]([C@@H](CN2C1)O)O)O (swainsonine), C1([C@@H](O)[C@@H](O)[C@H]([C@H](O)[C@H](O)CO)O1)=O (D-glycero-D-talo-heptono-1,4-lactone). Yields the product O[C@@H]1[C@@H](CN2C[C@H]([C@H](C12)O)O)O ((1S, 2R, 6R, 7S)-1,2,6,7-tetrahydroxypyrrolizidine). As a reaction SMILES: [CH2:1]1[CH2:9][N:8]2[C@@H:4]([C@H:5]([OH:11])[C@H:6]([OH:10])[CH2:7]2)[C@H:3]([OH:12])C1.C1(=O)O[C@@H]([C@@H]([C@@H](CO)O)O)[C@H](O)[C@@H]1[OH:15]>>[OH:12][C@H:3]1[CH:4]2[N:8]([CH2:7][C@@H:6]([OH:10])[C@H:5]2[OH:11])[CH2:9][C@H:1]1[OH:15]. Procedure details: The tetrahydroxyprrolizidone (1) is an analogue of 1,8-diepiswainsonine. A similar analogue of swainsonine can be made by analogous methods starting with D-glycero-D-talo-heptono-1,4-lactone to produce the novel (1S, 2R, 6R, 7S)-1,2,6,7-tetrahydroxypyrrolizidine. The reactants are C(C)(=O)N1CCC2=CC=C(C=C12)N (1-acetyl-6-aminoindoline), [BH-](OC(=O)C)(OC(=O)C)OC(=O)C.[Na+] (Na(OAc)3BH), product, product, C(=O)(C(F)(F)F)O (TFA), C(C)(=O)N1CCC2=CC=C(C=C12)N(C(\C=C\C1=CC=CC=C1)=O)C1CCNCC1 (trans-N-(1-Acetyl-2,3-dihydro-1H-indol-6-yl)-3-phenyl-N-piperidin-4-yl-acrylamide), C(C)(C)(C)OC(=O)N1CCC(CC1)N(C(\C=C\C1=CC=CC=C1)=O)C1=CC=C2CCN(C2=C1)C(C)=O (trans-4-[(1-Acetyl-2,3-dihydro-1H-indol-6-yl)-(3-phenyl-acryloyl)-amino]-piperidine-1-carboxylic acid tert-butyl ester), C(C)(C)(C)OC(=O)N1CCC(CC1)NC1=CC=C2CCN(C2=C1)C(C)=O (4-(1-Acetyl-2,3-dihydro-1H-indol-6-ylamino)-piperidine-1-carboxylic acid tert-butyl ester), C(C)(C)(C)OC(=O)N1CCC(CC1)=O (4-oxo-piperidine-1-carboxylic acid tert-butyl ester), CC(=O)O (AcOH). Solvent: ClCCCl (1,2-dichloroethane), C(Cl)Cl (CH2Cl2). Conditions: time 1 hour. Product: ester, C(C)(=O)N1CCC2=CC=C(C=C12)N(C(\C=C\C1=CC=CC=C1)=O)C1CCN(CC1)CCCC1=CC=CC=C1 (trans-N-(1-Acetyl-2,3-dihydro-1H-indol-6-yl)-3-phenyl-N-[1-(3-phenyl-propyl)-piperidin-4-yl]-acrylamide). Isolated yield 69.0%. Reaction SMILES: C(OC(N1C[CH2:12][CH:11]([NH:14][C:15]2[CH:23]=[C:22]3[C:18]([CH2:19][CH2:20][N:21]3[C:24](=[O:26])[CH3:25])=[CH:17][CH:16]=2)CC1)=O)(C)(C)C.C(O[C:32]([N:34]1[CH2:39][CH2:38][C:37](=O)[CH2:36][CH2:35]1)=O)(C)(C)C.C(N1[C:52]2[C:47](=[CH:48][CH:49]=[C:50](N)[CH:51]=2)[CH2:46]C1)(=O)C.[BH-](O[C:64]([CH3:66])=[O:65])(OC(C)=O)OC(C)=O.[Na+].[CH3:68][C:69](O)=O.C(OC(N1C[CH2:83][CH:82](N(C2C=C3C(CCN3C(=O)C)=CC=2)C(=O)/C=C/C2C=CC=CC=2)[CH2:81][CH2:80]1)=O)(C)(C)C.C(N1C2C(=CC=C(N(C3CCNCC3)C(=O)/C=C/C3C=CC=CC=3)C=2)CC1)(=O)C.C(O)(C(F)(F)F)=O>ClCCCl.C(Cl)Cl>[C:64]([N:14]1[C:15]2[C:16](=[CH:17][CH:18]=[C:22]([N:21]([CH:20]3[CH2:19][CH2:32][N:34]([CH2:39][CH2:38][CH2:37][C:36]4[CH:35]=[CH:83][CH:82]=[CH:81][CH:80]=4)[CH2:69][CH2:68]3)[C:24](=[O:26])/[CH:25]=[CH:46]/[C:47]3[CH:48]=[CH:49][CH:50]=[CH:51][CH:52]=3)[CH:23]=2)[CH2:12][CH2:11]1)(=[O:65])[CH3:66] |f:3.4|. Reported procedure: 4-(1-Acetyl-2,3-dihydro-1H-indol-6-ylamino)-piperidine-1-carboxylic acid tert-butyl ester. The desired ester (2.37 g, 68%) was prepared as in Example 39, using 4-oxo-piperidine-1-carboxylic acid tert-butyl ester (3.9 g, 19 mmol), 1-acetyl-6-aminoindoline (1.7 g, 9.8 mmol), Na(OAc)3BH (6.2 g, 29 mmol) and AcOH (3 mL, 50 mmol) in 1,2-dichloroethane (50 mL). Step B. trans-4-[(1-Acetyl-2,3-dihydro-1H-indol-6-yl)-(3-phenyl-acryloyl)-amino]-piperidine-1-carboxylic acid tert-butyl ester. The title comp... Starting materials: FC1(C[C@@H](CC1)[C@](C(=O)OC1CCNCC1)(C1=CC=CC=C1)O)F (piperidin-4-yl (2R)-((1R)-3,3-difluorocyclopentyl)-2-hydroxy-2-phenylethanoate), C=O (formaldehyde), C(#N)[BH3-].[Na+] (sodium cyanoborohydride). The reagents and catalysts are [Cl-].[Zn+2].[Cl-] (zinc chloride). Run in CO (methanol), CO (methanol), C(C)(=O)OCC (ethyl acetate). Run at time 30 minute. Product: FC1(C[C@@H](CC1)[C@](C(=O)OC1CCN(CC1)C)(C1=CC=CC=C1)O)F (1-methylpiperidin-4-yl (2R)-2-((1R)-3,3-difluorocyclopentyl)-2-hydroxy-2-phenylethanoate). RXN SMILES: [F:1][C:2]1([F:24])[CH2:6][CH2:5][C@@H:4]([C@@:7]([OH:23])([C:17]2[CH:22]=[CH:21][CH:20]=[CH:19][CH:18]=2)[C:8]([O:10][CH:11]2[CH2:16][CH2:15][NH:14][CH2:13][CH2:12]2)=[O:9])[CH2:3]1.C=O.[C:27]([BH3-])#N.[Na+]>CO.C(OCC)(=O)C.[Cl-].[Zn+2].[Cl-]>[F:24][C:2]1([F:1])[CH2:6][CH2:5][C@@H:4]([C@@:7]([OH:23])([C:17]2[CH:18]=[CH:19][CH:20]=[CH:21][CH:22]=2)[C:8]([O:10][CH:11]2[CH2:12][CH2:13][N:14]([CH3:27])[CH2:15][CH2:16]2)=[O:9])[CH2:3]1 |f:2.3,6.7.8|. Procedure details: To a solution of 17 mg of piperidin-4-yl (2R)-((1R)-3,3-difluorocyclopentyl)-2-hydroxy-2-phenylethanoate and 0.03 ml of formaldehyde (35% aqueous solution) in 1 ml of methanol, 0.3 ml of advancedly prepared 0.3 M methanol solution of sodium cyanoborohydride and zinc chloride (1:0.5) was added at room temperature, followed by 30 minutes' stirring at the same temperature. The reaction liquid was diluted with ethyl acetate, washed successively with a saturated sodium hydrogencarbonate solution and ... Starting materials: CCOC(=O)C=Cc1ccccc1, C=CC(=O)OCC, CC(=O)[O-], CC(=O)CC(C)=O, CC(=O)O, [Na+], CC(=O)[O-], CC(=O)[O-], O, [Pd+2], c1ccccc1. The product is CCOC(=O)C=COC(C)=O. As a reaction SMILES: [C:27]([O:28][CH2:29][CH3:30])(=[O:31])[CH:32]=[CH:33][c:34]1[cH:35][cH:36][cH:37][cH:38][cH:39]1.[C:7]([CH:8]=[CH2:9])(=[O:10])[O:11][CH2:12][CH3:13].[CH3:15][C:16]([O-:17])=[O:18].[CH3:19][C:20]([CH2:21][C:22](=[O:23])[CH3:24])=[O:25].[CH3:49][C:50](=[O:51])[OH:52].[Na+:14].[O-:41][C:42]([CH3:43])=[O:44].[O-:45][C:46]([CH3:47])=[O:48].[O:26].[Pd+2:40].[cH:1]1[cH:2][cH:3][cH:4][cH:5][cH:6]1>>[C:7]([CH:8]=[CH:9][O:18][C:16]([CH3:15])=[O:17])(=[O:10])[O:11][CH2:12][CH3:13].